Task: describe an organic reaction: reactants, conditions, products, and yield. Dataset: the Open Reaction Database (ORD), a public repository of structured organic reaction records Reactants: N#Cc1c(C(F)(F)F)cc(-c2ccc(Br)o2)n(Cc2ccc(F)cc2F)c1=O, CCSc1cc(B2OC(C)(C)C(C)(C)O2)cc(C(F)(F)F)c1, COCCOC, [K+], [K+], O=C([O-])[O-], O, c1ccc(P(c2ccccc2)(c2ccccc2)[Pd](P(c2ccccc2)(c2ccccc2)c2ccccc2)(P(c2ccccc2)(c2ccccc2)c2ccccc2)P(c2ccccc2)(c2ccccc2)c2ccccc2)cc1. The product is CCSc1cc(-c2ccc(-c3cc(C(F)(F)F)c(C#N)c(=O)n3Cc3ccc(F)cc3F)o2)cc(C(F)(F)F)c1. Reaction SMILES: [Br:1][c:2]1[cH:3][cH:4][c:5](-[c:7]2[cH:8][c:9]([C:25]([F:26])([F:27])[F:28])[c:10]([C:23]#[N:24])[c:11](=[O:22])[n:12]2[CH2:13][c:14]2[c:15]([F:21])[cH:16][c:17]([F:20])[cH:18][cH:19]2)[o:6]1.[CH2:29]([CH3:30])[S:31][c:32]1[cH:33][c:34]([B:42]2[O:43][C:44]([CH3:45])([CH3:46])[C:47]([CH3:48])([CH3:49])[O:50]2)[cH:35][c:36]([C:38]([F:39])([F:40])[F:41])[cH:37]1.[CH3:57][O:58][CH2:59][CH2:60][O:61][CH3:62].[K+:51].[K+:52].[O-:53][C:54]([O-:55])=[O:56].[OH2:63].[cH:64]1[cH:65][cH:66][c:67]([P:68]([Pd:69]([P:70]([c:71]2[cH:72][cH:73][cH:74][cH:75][cH:76]2)([c:77]2[cH:78][cH:79][cH:80][cH:81][cH:82]2)[c:83]2[cH:84][cH:85][cH:86][cH:87][cH:88]2)([P:89]([c:90]2[cH:91][cH:92][cH:93][cH:94][cH:95]2)([c:96]2[cH:97][cH:98][cH:99][cH:100][cH:101]2)[c:102]2[cH:103][cH:104][cH:105][cH:106][cH:107]2)[P:108]([c:109]2[cH:110][cH:111][cH:112][cH:113][cH:114]2)([c:115]2[cH:116][cH:117][cH:118][cH:119][cH:120]2)[c:121]2[cH:122][cH:123][cH:124][cH:125][cH:126]2)([c:127]2[cH:128][cH:129][cH:130][cH:131][cH:132]2)[c:133]2[cH:134][cH:135][cH:136][cH:137][cH:138]2)[cH:139][cH:140]1>>[c:2]1(-[c:34]2[cH:33][c:32]([S:31][CH2:29][CH3:30])[cH:37][c:36]([C:38]([F:39])([F:40])[F:41])[cH:35]2)[cH:3][cH:4][c:5](-[c:7]2[cH:8][c:9]([C:25]([F:26])([F:27])[F:28])[c:10]([C:23]#[N:24])[c:11](=[O:22])[n:12]2[CH2:13][c:14]2[c:15]([F:21])[cH:16][c:17]([F:20])[cH:18][cH:19]2)[o:6]1. Product: N(=[N+]=[N-])C[C@@]1(C2=C(B(O1)O)C=CC=C2)C ((S)-3-(azidomethyl)-3-methylbenzo[c][1,2]oxaborol-1(3H)-ol). The reactants are N(=[N+]=[N-])C[C@@](C)(O)C1=C(C=CC=C1)Br ((S)-1-azido-2-(2-bromophenyl)propan-2-ol), B(OC(C)C)(OC(C)C)OC(C)C (triisopropyl borate), [Li]CCCC (BuLi). The yield is 30.4%. The solvent is C1(=CC=CC=C1)C (toluene). Procedure: (S)-1-azido-2-(2-bromophenyl)propan-2-ol (8.7 g, 34.0 mmol) and triisopropyl borate (9.4 mL, 40.8 mmol) were dissolved in 170 mL of toluene. The reaction mixture was refluxed with a Dean/Stark apparatus to remove the toluene and the residue was dissolved in 150 mL of dry THF. This solution was cooled to −78° C. and BuLi (25M in Hexanes, 15.6 mL, 39.1 mmol) was added dropwise and stirred for 30 min. The reaction mixture was warmed to room temperature and allowed to stir for 3 hrs before being que... RXN SMILES: [N:1]([CH2:4][C@:5]([C:8]1[CH:13]=[CH:12][CH:11]=[CH:10][C:9]=1Br)([OH:7])[CH3:6])=[N+:2]=[N-:3].[B:15](OC(C)C)(OC(C)C)[O:16]C(C)C.[Li]CCCC>C1(C)C=CC=CC=1>[N:1]([CH2:4][C@@:5]1([CH3:6])[O:7][B:15]([OH:16])[C:9]2[CH:10]=[CH:11][CH:12]=[CH:13][C:8]1=2)=[N+:2]=[N-:3]. Reaction conditions: temperature -78 celsius, time 30 minute.